This data is from the Open Reaction Database (ORD), a public repository of structured organic reaction records. The task is: describe an organic reaction: reactants, conditions, products, and yield The product is CC(C)(C)c1ccc(CCOc2ncnc3nccnc23)cc1. Reactants: CC(C)(C)c1ccc(CCO)cc1, Cc1ccccc1, Cl, ClCCl, Oc1ncnc2nccnc12, c1ccc(OP(Oc2ccccc2)Oc2ccccc2)cc1, c1ccncc1. Reaction SMILES: [C:35]([CH3:36])([CH3:37])([CH3:38])[c:39]1[cH:40][cH:41][c:42]([CH2:45][CH2:46][OH:47])[cH:43][cH:44]1.[CH3:51][c:52]1[cH:53][cH:54][cH:55][cH:56][cH:57]1.[Cl:34].[Cl:48][CH2:49][Cl:50].[OH:1][c:2]1[n:3][cH:4][n:5][c:6]2[n:7][cH:8][cH:9][n:10][c:11]12.[P:12]([O:13][c:14]1[cH:15][cH:16][cH:17][cH:18][cH:19]1)([O:20][c:21]1[cH:22][cH:23][cH:24][cH:25][cH:26]1)[O:27][c:28]1[cH:29][cH:30][cH:31][cH:32][cH:33]1.[cH:58]1[cH:59][cH:60][n:61][cH:62][cH:63]1>>[O:1]([c:2]1[n:3][cH:4][n:5][c:6]2[n:7][cH:8][cH:9][n:10][c:11]12)[CH2:46][CH2:45][c:42]1[cH:41][cH:40][c:39]([C:35]([CH3:36])([CH3:37])[CH3:38])[cH:44][cH:43]1. Starting materials: CCC(N)(CC)C(=O)OC, CC(C)Oc1nc(C(=O)O)cnc1N1CCCCC1, CCCOc1nc(C(=O)NC(CO)CC(C)C)cnc1N1CCCC1. Product: CCC(CC)(NC(=O)c1cnc(N2CCCCC2)c(OC(C)C)n1)C(=O)OC. As a reaction SMILES: [CH3:45][O:46][C:47]([C:48]([CH2:49][CH3:50])([CH2:51][CH3:52])[NH2:53])=[O:54].[CH:26]([CH3:27])([CH3:28])[O:29][c:30]1[c:31]([N:39]2[CH2:40][CH2:41][CH2:42][CH2:43][CH2:44]2)[n:32][cH:33][c:34]([C:36](=[O:37])[OH:38])[n:35]1.[OH:1][CH2:2][CH:3]([NH:4][C:5]([c:6]1[cH:7][n:8][c:9]([N:10]2[CH2:11][CH2:12][CH2:13][CH2:14]2)[c:15]([O:16][CH2:17][CH2:18][CH3:19])[n:20]1)=[O:21])[CH2:22][CH:23]([CH3:24])[CH3:25]>>[CH:26]([CH3:27])([CH3:28])[O:29][c:30]1[c:31]([N:39]2[CH2:40][CH2:41][CH2:42][CH2:43][CH2:44]2)[n:32][cH:33][c:34]([C:36](=[O:38])[NH:53][C:48]([C:47]([O:46][CH3:45])=[O:54])([CH2:49][CH3:50])[CH2:51][CH3:52])[n:35]1. Starting materials: BrB(Br)Br, ClCCl, COc1cccc(C(CC2CCCC2)C(=O)Nc2nccs2)c1, [NH4+], [OH-]. Yields the product O=C(Nc1nccs1)C(CC1CCCC1)c1cccc(O)c1. RXN SMILES: [B:1]([Br:2])([Br:3])[Br:4].[CH2:30]([Cl:31])[Cl:32].[CH:5]1([CH2:10][CH:11]([C:12](=[O:13])[NH:14][c:15]2[s:16][cH:17][cH:18][n:19]2)[c:20]2[cH:21][c:22]([O:26][CH3:27])[cH:23][cH:24][cH:25]2)[CH2:6][CH2:7][CH2:8][CH2:9]1.[NH4+:28].[OH-:29]>>[CH:5]1([CH2:10][CH:11]([C:12](=[O:13])[NH:14][c:15]2[s:16][cH:17][cH:18][n:19]2)[c:20]2[cH:21][c:22]([OH:26])[cH:23][cH:24][cH:25]2)[CH2:6][CH2:7][CH2:8][CH2:9]1. Starting materials: C[Si](C)(C)CCOCn1c(-c2ccc(OCc3ccccc3)cc2)cc2c(Oc3ccc4[nH]ccc4c3)ncnc21, CCNC(=O)Oc1ccccc1, CN(C)C=O, CCOC(C)=O, [H-], [Na+], O. The product is CCNC(=O)n1ccc2cc(Oc3ncnc4c3cc(-c3ccc(OCc5ccccc5)cc3)n4COCC[Si](C)(C)C)ccc21. As a reaction SMILES: [CH2:1]([c:2]1[cH:3][cH:4][cH:5][cH:6][cH:7]1)[O:8][c:9]1[cH:10][cH:11][c:12](-[c:15]2[cH:16][c:17]3[c:18]([n:19][cH:20][n:21][c:22]3[O:23][c:24]3[cH:25][c:26]4[cH:27][cH:28][nH:29][c:30]4[cH:31][cH:32]3)[n:33]2[CH2:34][O:35][CH2:36][CH2:37][Si:38]([CH3:39])([CH3:40])[CH3:41])[cH:13][cH:14]1.[CH2:44]([CH3:45])[NH:46][C:47]([O:48][c:50]1[cH:51][cH:52][cH:53][cH:54][cH:55]1)=[O:49].[CH3:57][N:58]([CH3:59])[CH:60]=[O:61].[CH3:62][CH2:63][O:64][C:65](=[O:66])[CH3:67].[H-:42].[Na+:43].[OH2:56]>>[CH2:1]([c:2]1[cH:3][cH:4][cH:5][cH:6][cH:7]1)[O:8][c:9]1[cH:10][cH:11][c:12](-[c:15]2[cH:16][c:17]3[c:18]([n:19][cH:20][n:21][c:22]3[O:23][c:24]3[cH:25][c:26]4[cH:27][cH:28][n:29]([C:47]([NH:46][CH2:44][CH3:45])=[O:48])[c:30]4[cH:31][cH:32]3)[n:33]2[CH2:34][O:35][CH2:36][CH2:37][Si:38]([CH3:39])([CH3:40])[CH3:41])[cH:13][cH:14]1. Starting materials: ClC=1C=C(C=CC1Cl)C1(CCC(NC1)=O)CCCOC1CCOCC1 (5-(3,4-Dichlorophenyl)-5-[3-(tetrahydropyran-4-yloxy)-propyl]-2-piperidone), [H-].[H-].[H-].[H-].[Li+].[Al+3] (LAH). Run in C1CCOC1 (THF), C1CCOC1 (THF). Run at temperature 60 celsius, time 20 hour. The product is ClC=1C=C(C=CC1Cl)C1(CNCCC1)CCCOC1CCOCC1 (3-(3,4-Dichlorophenyl)-3-[3-(tetrahydropyran-4-yloxy)-propyl]-piperidine). RXN SMILES: [Cl:1][C:2]1[CH:3]=[C:4]([C:9]2([CH2:16][CH2:17][CH2:18][O:19][CH:20]3[CH2:25][CH2:24][O:23][CH2:22][CH2:21]3)[CH2:14][NH:13][C:12](=O)[CH2:11][CH2:10]2)[CH:5]=[CH:6][C:7]=1[Cl:8].[H-].[H-].[H-].[H-].[Li+].[Al+3]>C1COCC1>[Cl:1][C:2]1[CH:3]=[C:4]([C:9]2([CH2:16][CH2:17][CH2:18][O:19][CH:20]3[CH2:25][CH2:24][O:23][CH2:22][CH2:21]3)[CH2:10][CH2:11][CH2:12][NH:13][CH2:14]2)[CH:5]=[CH:6][C:7]=1[Cl:8] |f:1.2.3.4.5.6|. Procedure details: Piperidone (6) (42.9 g, 0.111 mol) in dry THF (300 mL) was added to a suspension of LAH (8.4 g, 0.222 mol) in dry THF (500 mL), which was then heated under N2 at 60° C. in an oil bath for 5 hours, then cooled and stirred at room temperature overnight (20 hours). The reaction was quenched by H2O (8.5 mL), 4N NaOH (8.5 mL), and H2O (8.5 mL), respectively. White solid was filtered and washed with Et2O. The filtrate was concentrated, and the crude oil was purified by flash chromatography (CH2Cl2-MeO... Reactants: C(C1=CC=CC=C1)N1C2=C(N([C@H]3[C@@H](C1=O)CCC3)C(CNC(C3=CC=CC=C3)=O)=O)C=CC=C2 ((3aR*,10aS*)-9-benzyl-4-(benzamidoacetyl)-2,3,3a,4,9,10a-hexahydrobenzo[b]cyclopenta[e][1,4]diazepin-10(1H)-one), O.C1(=CC=C(C=C1)S(=O)(=O)O)C (p-toluenesulfonic acid monohydrate), C(O)([O-])=O.[Na+] (sodium hydrogencarbonate). The solvent is C(C)(=O)OC(C)=O (acetic anhydride). Yields the product C(C)(=O)N(C(C1=CC=CC=C1)=O)CC(=O)N1C2=C(N(C([C@@H]3[C@H]1CCC3)=O)CC3=CC=CC=C3)C=CC=C2 ((3aR*,10aS*)-4-((N-Acetylbenzamido)acetyl)-9-benzyl-2,3,3a,4,9,10a-hexahydrobenzo[b]cyclopenta[e][1,4]diazepin-10(1H)-one). Isolated yield 58.0%. RXN SMILES: [CH2:1]([N:8]1[C:14](=[O:15])[C@H:13]2[CH2:16][CH2:17][CH2:18][C@H:12]2[N:11]([C:19](=[O:30])[CH2:20][NH:21][C:22](=[O:29])[C:23]2[CH:28]=[CH:27][CH:26]=[CH:25][CH:24]=2)[C:10]2[CH:31]=[CH:32][CH:33]=[CH:34][C:9]1=2)[C:2]1[CH:7]=[CH:6][CH:5]=[CH:4][CH:3]=1.O.[C:36]1([CH3:46])C=CC(S(O)(=O)=O)=CC=1.C(=O)([O-])[OH:48].[Na+]>C(OC(=O)C)(=O)C>[C:36]([N:21]([CH2:20][C:19]([N:11]1[C@@H:12]2[CH2:18][CH2:17][CH2:16][C@@H:13]2[C:14](=[O:15])[N:8]([CH2:1][C:2]2[CH:3]=[CH:4][CH:5]=[CH:6][CH:7]=2)[C:9]2[CH:34]=[CH:33][CH:32]=[CH:31][C:10]1=2)=[O:30])[C:22](=[O:29])[C:23]1[CH:24]=[CH:25][CH:26]=[CH:27][CH:28]=1)(=[O:48])[CH3:46] |f:1.2,3.4|. Procedure: To a solution of (3aR*,10aS*)-9-benzyl-4-(benzamidoacetyl)-2,3,3a,4,9,10a-hexahydrobenzo[b]cyclopenta[e][1,4]diazepin-10(1H)-one (0.18 g, 0.4 mmol) in acetic anhydride (20 mL) was added 10 mg of p-toluenesulfonic acid monohydrate. The mixture was refluxed for two hours. To the reaction mixture was added a saturated aqueous solution of sodium hydrogencarbonate, which was subjected to extraction with dichloromethane. The extract was washed with water, which was dried, followed by distilling off th... Starting materials: Cc1nc2cc3c(cc2o1)CCN(C(=O)OC(C)(C)C)CC3, ClCCl, O=C(O)C(F)(F)F. Product: Cc1nc2cc3c(cc2o1)CCNCC3. As a reaction SMILES: [CH3:1][c:2]1[o:3][c:4]2[cH:5][c:6]3[c:7]([cH:20][c:21]2[n:22]1)[CH2:8][CH2:9][N:10]([C:13]([O:14][C:15]([CH3:16])([CH3:17])[CH3:18])=[O:19])[CH2:11][CH2:12]3.[Cl:30][CH2:31][Cl:32].[OH:23][C:24]([C:25]([F:26])([F:27])[F:28])=[O:29]>>[CH3:1][c:2]1[o:3][c:4]2[cH:5][c:6]3[c:7]([cH:20][c:21]2[n:22]1)[CH2:8][CH2:9][NH:10][CH2:11][CH2:12]3. Reactants: CC(=O)OC(C)=O, COc1ccccc1COCCCOc1ccc(C2CCN(C(=O)OC(C)(C)C)CC2OCCOc2nc(C)nc(Cl)c2CCN=[N+]=[N-])cc1, C1CCOC1, O, c1ccc(P(c2ccccc2)c2ccccc2)cc1. Yields the product COc1ccccc1COCCCOc1ccc(C2CCN(C(=O)OC(C)(C)C)CC2OCCOc2nc(C)nc(Cl)c2CCNC(C)=O)cc1. Reaction SMILES: [CH3:71][C:72](=[O:73])[O:74][C:75](=[O:76])[CH3:77].[N:1](=[N+:2]=[N-:3])[CH2:4][CH2:5][c:6]1[c:7]([O:14][CH2:15][CH2:16][O:17][CH:18]2[CH2:19][N:20]([C:44](=[O:45])[O:46][C:47]([CH3:48])([CH3:49])[CH3:50])[CH2:21][CH2:22][CH:23]2[c:24]2[cH:25][cH:26][c:27]([O:30][CH2:31][CH2:32][CH2:33][O:34][CH2:35][c:36]3[c:37]([O:42][CH3:43])[cH:38][cH:39][cH:40][cH:41]3)[cH:28][cH:29]2)[n:8][c:9]([CH3:13])[n:10][c:11]1[Cl:12].[O:78]1[CH2:79][CH2:80][CH2:81][CH2:82]1.[OH2:51].[c:52]1([P:53]([c:54]2[cH:55][cH:56][cH:57][cH:58][cH:59]2)[c:60]2[cH:61][cH:62][cH:63][cH:64][cH:65]2)[cH:66][cH:67][cH:68][cH:69][cH:70]1>>[NH:1]([CH2:4][CH2:5][c:6]1[c:7]([O:14][CH2:15][CH2:16][O:17][CH:18]2[CH2:19][N:20]([C:44](=[O:45])[O:46][C:47]([CH3:48])([CH3:49])[CH3:50])[CH2:21][CH2:22][CH:23]2[c:24]2[cH:25][cH:26][c:27]([O:30][CH2:31][CH2:32][CH2:33][O:34][CH2:35][c:36]3[c:37]([O:42][CH3:43])[cH:38][cH:39][cH:40][cH:41]3)[cH:28][cH:29]2)[n:8][c:9]([CH3:13])[n:10][c:11]1[Cl:12])[C:72]([CH3:71])=[O:73].